The task is: describe an organic reaction: reactants, conditions, products, and yield. This data is from the Open Reaction Database (ORD), a public repository of structured organic reaction records. Reactants: C(C1=CC=CC=C1)O[C@H]1[C@]2(O[C@@H]([C@@H]([C@@H]1OCC1=CC=CC=C1)OCC1=CC=CC=C1)COCC1=CC=CC=C1)OCC=1C=C3C(=CC12)C(=CS3)I ((3′R,4′S,5S,5′S,6′R)-3′,4′,5′-tris-benzyloxy-6′-benzyloxymethyl-3-iodo-3′,4′,5′,6′-tetrahydro-spiro[thieno[2,3,f]isobenzofuran-5(7H),2′-[2H]pyran]), C([O-])([O-])=O.[K+].[K+] (potassium carbonate), resultant solution, 2-(4-ethyl-benzyl)-4,4,5,5-tetramethyl-[1,3,2]dioxaborane. Reagents/catalysts: [Ag]=O (silver oxide), [Pd](Cl)Cl.C1(=CC=CC=C1)P(C1=CC=CC=C1)[C-]1C=CC=C1.[CH-]1C=CC=C1.[Fe+2] (diphenylphosphino ferrocene palladium dichloride). The solvent is O1CCOCC1 (1,4-dioxane). Reaction conditions: temperature 100 celsius, time 3 hour. The product is C(C1=CC=CC=C1)O[C@H]1[C@]2(O[C@@H]([C@@H]([C@@H]1OCC1=CC=CC=C1)OCC1=CC=CC=C1)COCC1=CC=CC=C1)OCC=1C=C3C(=CC12)C(=CS3)CC3=CC=C(C=C3)CC ((3′R,4′S,5S,5′S,6′R)-3′,4′,5′-tris-benzyloxy-6′-benzyloxymethyl-3-[(4-ethylphenyl)methyl]-3′,4′,5′,6′-tetrahydro-spiro[thieno[2,3,f]isobenzofuran-5(7H),2′-[2H]pyran]). The yield is 160.9%. As a reaction SMILES: [CH2:1]([O:8][C@@H:9]1[C@@H:14]([O:15][CH2:16][C:17]2[CH:22]=[CH:21][CH:20]=[CH:19][CH:18]=2)[C@@H:13]([O:23][CH2:24][C:25]2[CH:30]=[CH:29][CH:28]=[CH:27][CH:26]=2)[C@@H:12]([CH2:31][O:32][CH2:33][C:34]2[CH:39]=[CH:38][CH:37]=[CH:36][CH:35]=2)[O:11][C@:10]21[C:47]1[CH:46]=[C:45]3[C:48](I)=[CH:49][S:50][C:44]3=[CH:43][C:42]=1[CH2:41][O:40]2)[C:2]1[CH:7]=[CH:6][CH:5]=[CH:4][CH:3]=1.C(=O)([O-])[O-].[K+].[K+]>O1CCOCC1.[Ag]=O.[Pd](Cl)Cl.C1(P([C-]2C=CC=C2)C2C=CC=CC=2)C=CC=CC=1.[CH-]1C=CC=C1.[Fe+2]>[CH2:1]([O:8][C@@H:9]1[C@@H:14]([O:15][CH2:16][C:17]2[CH:22]=[CH:21][CH:20]=[CH:19][CH:18]=2)[C@@H:13]([O:23][CH2:24][C:25]2[CH:30]=[CH:29][CH:28]=[CH:27][CH:26]=2)[C@@H:12]([CH2:31][O:32][CH2:33][C:34]2[CH:39]=[CH:38][CH:37]=[CH:36][CH:35]=2)[O:11][C@:10]21[C:47]1[CH:46]=[C:45]3[C:48]([CH2:41][C:42]4[CH:47]=[CH:46][C:45]([CH2:48][CH3:49])=[CH:44][CH:43]=4)=[CH:49][S:50][C:44]3=[CH:43][C:42]=1[CH2:41][O:40]2)[C:2]1[CH:7]=[CH:6][CH:5]=[CH:4][CH:3]=1 |f:1.2.3,6.7.8.9|. Reported procedure: (3′R,4′S,5S,5′S,6′R)-3′,4′,5′-tris-benzyloxy-6′-benzyloxymethyl-3-iodo-3′,4′,5′,6′-tetrahydro-spiro[thieno[2,3,f]isobenzofuran-5(7H),2′-[2H]pyran] (0.05 g, 0.061 mmol), potassium carbonate (25.5 mg, 0.184 mmol), silver oxide (35.6 mg, 0.154 mmol) and diphenylphosphino ferrocene palladium dichloride (5.1 mg, 0.006 mmol) were dissolved in 1,4-dioxane (0.308 mL). To the resultant solution was added 2-(4-ethyl-benzyl)-4,4,5,5-tetramethyl-[1,3,2]dioxaborane (18.2 mg, 0.073 mmol), and then the solutio... Reactants: C(C1=CC=CC=C1)OC1=C(C#N)C(=CC=C1)CC1=CC(=C(C=C1)[N+](=O)[O-])OCC1=CC=CC=C1 (2-benzyloxy-6-(3-benzyloxy-4-nitrobenzyl) -benzonitrile). The reagents and catalysts are [Pt]=O (platinum oxide). Run in CCOC(=O)C (EtOAc). The product is NC1=C(C=C(CC2=C(C#N)C(=CC=C2)OCC2=CC=CC=C2)C=C1)OCC1=CC=CC=C1 (2-(4-amino-3-benzyloxybenzyl)-6-benzyloxybenzonitrile). As a reaction SMILES: [CH2:1]([O:8][C:9]1[CH:16]=[CH:15][CH:14]=[C:13]([CH2:17][C:18]2[CH:23]=[CH:22][C:21]([N+:24]([O-])=O)=[C:20]([O:27][CH2:28][C:29]3[CH:34]=[CH:33][CH:32]=[CH:31][CH:30]=3)[CH:19]=2)[C:10]=1[C:11]#[N:12])[C:2]1[CH:7]=[CH:6][CH:5]=[CH:4][CH:3]=1>CCOC(C)=O.[Pt]=O>[NH2:24][C:21]1[CH:22]=[CH:23][C:18]([CH2:17][C:13]2[CH:14]=[CH:15][CH:16]=[C:9]([O:8][CH2:1][C:2]3[CH:7]=[CH:6][CH:5]=[CH:4][CH:3]=3)[C:10]=2[C:11]#[N:12])=[CH:19][C:20]=1[O:27][CH2:28][C:29]1[CH:34]=[CH:33][CH:32]=[CH:31][CH:30]=1. Procedure: To a solution of 2-benzyloxy-6-(3-benzyloxy-4-nitrobenzyl) -benzonitrile (0.564 g, 1.25 mmol) in EtOAc (50 mL), under N2, is added platinum oxide (0.112 g, 0.493 mmol). The suspension is stirred under an H2 atmosphere. Upon consumption of the starting material by LC/MS, the reaction mixture is passed through a plug of Celite and concentrated. Purification of the residue by flash chromatography (15-20% EtOAc/hexanes) affords 2-(4-amino-3-benzyloxybenzyl)-6-benzyloxybenzonitrile as a yellow oil: M... Starting materials: CCCc1cc(CCC=O)n(-c2ccc(F)cc2)n1, Fc1ccccc1N1CCNCC1. Product: CCCc1cc(CCCN2CCN(c3ccccc3F)CC2)n(-c2ccc(F)cc2)n1. Reaction SMILES: [F:1][c:2]1[cH:3][cH:4][c:5](-[n:8]2[n:9][c:10]([CH2:17][CH2:18][CH3:19])[cH:11][c:12]2[CH2:13][CH2:14][CH:15]=[O:16])[cH:6][cH:7]1.[F:20][c:21]1[c:22]([N:27]2[CH2:28][CH2:29][NH:30][CH2:31][CH2:32]2)[cH:23][cH:24][cH:25][cH:26]1>>[F:1][c:2]1[cH:3][cH:4][c:5](-[n:8]2[n:9][c:10]([CH2:17][CH2:18][CH3:19])[cH:11][c:12]2[CH2:13][CH2:14][CH2:15][N:30]2[CH2:29][CH2:28][N:27]([c:22]3[c:21]([F:20])[cH:26][cH:25][cH:24][cH:23]3)[CH2:32][CH2:31]2)[cH:6][cH:7]1. The reactants are COC1C(N(C1SC)CC(=O)OCC1=CC=C(C=C1)[N+](=O)[O-])=O (p-nitrobenzyl 2-(3-methoxy-4-methylthio-2-azetidinon-1-yl)-acetate), BrCC(=O)Br (bromoacetyl bromide), C(=S)=S (carbon disulphide), C[Si](N[Si](C)(C)C)(C)C (hexamethyldisilazane), C(CCC)[Li] (butyllithium). Product: COC1C(N(C1SC)C(C(=O)OCC1=CC=C(C=C1)[N+](=O)[O-])=C1SCC(S1)=O)=O (p-Nitrobenzyl 2-(3-methoxy-4-methylthio-2-azetidinon-1-yl)-2-(4-oxo-1,3-dithiolan-2-ylidene)acetate). As a reaction SMILES: [CH3:1][O:2][CH:3]1[CH:6]([S:7][CH3:8])[N:5]([CH2:9][C:10]([O:12][CH2:13][C:14]2[CH:19]=[CH:18][C:17]([N+:20]([O-:22])=[O:21])=[CH:16][CH:15]=2)=[O:11])[C:4]1=[O:23].C[Si](C)(C)N[Si](C)(C)C.C([Li])CCC.Br[CH2:39][C:40](Br)=[O:41].[C:43](=[S:45])=[S:44]>>[CH3:1][O:2][CH:3]1[CH:6]([S:7][CH3:8])[N:5]([C:9](=[C:43]2[S:45][C:40](=[O:41])[CH2:39][S:44]2)[C:10]([O:12][CH2:13][C:14]2[CH:19]=[CH:18][C:17]([N+:20]([O-:22])=[O:21])=[CH:16][CH:15]=2)=[O:11])[C:4]1=[O:23]. Reported procedure: Following the procedure of Preparation 15, but using p-nitrobenzyl 2-(3-methoxy-4-methylthio-2-azetidinon-1-yl)-acetate (188 mg), hexamethyldisilazane (232 μl), butyllithium (0.68 ml), carbon disulphide (50 μl), and bromoacetyl bromide (48 μl), 108 mg of the desired product were obtained as an oily substance. Isolated yield 52.6%. Reactants: CC1=CC=C(NC=2SC3=C(C(N2)=O)C=CC=N3)C=C1 (2-(4-methylanilino)-4H-pyrido[3,2-e]-1,3-thiazin-4-one), [H-].[Li+] (lithium hydride), C(C1=CC=CC=C1)Br (benzyl bromide). As a reaction SMILES: [CH3:1][C:2]1[CH:19]=[CH:18][C:5]([NH:6][C:7]2[S:8][C:9]3[N:17]=[CH:16][CH:15]=[CH:14][C:10]=3[C:11](=[O:13])[N:12]=2)=[CH:4][CH:3]=1.[H-].[Li+].[CH2:22](Br)[C:23]1[CH:28]=[CH:27][CH:26]=[CH:25][CH:24]=1>>[CH2:22]([N:12]1[C:11](=[O:13])[C:10]2[CH:14]=[CH:15][CH:16]=[N:17][C:9]=2[S:8][C:7]1=[N:6][C:5]1[CH:18]=[CH:19][C:2]([CH3:1])=[CH:3][CH:4]=1)[C:23]1[CH:28]=[CH:27][CH:26]=[CH:25][CH:24]=1 |f:1.2|. Reported procedure: The reaction procedure of Example 11 was followed except that 900 mg (3.34 mmol) of 2-(4-methylanilino)-4H-pyrido[3,2-e]-1,3-thiazin-4-one, 27 mg of lithium hydride and 572 mg of benzyl bromide were used. The resulting residue was then purified through silica gel column chromatography (eluant: chloroform) to obtain 631 mg of 3-benzyl-2,3-dihydro-2-[(4-methylphenyl)imino]-4H-pyrido[3,2-e]-1,3-thiazin-4-one (52%, recrystallized from a mixture of ether and hexane) as a low polarity substance and 23... Product: C(C1=CC=CC=C1)N1C(SC2=C(C1=O)C=CC=N2)=NC2=CC=C(C=C2)C (3-benzyl-2,3-dihydro-2-[(4-methylphenyl)imino]-4H-pyrido[3,2-e]-1,3-thiazin-4-one). The reactants are ClCCl, Cc1cc(CC(CO)CC(=O)OC(C)(C)C)cc2cn(COCC[Si](C)(C)C)nc12. The product is Cc1cc(CC(C=O)CC(=O)OC(C)(C)C)cc2cn(COCC[Si](C)(C)C)nc12. RXN SMILES: [CH2:31]([Cl:32])[Cl:33].[OH:1][CH2:2][CH:3]([CH2:4][C:5](=[O:6])[O:7][C:8]([CH3:9])([CH3:10])[CH3:11])[CH2:12][c:13]1[cH:14][c:15]2[cH:16][n:17]([CH2:23][O:24][CH2:25][CH2:26][Si:27]([CH3:28])([CH3:29])[CH3:30])[n:18][c:19]2[c:20]([CH3:22])[cH:21]1>>[O:1]=[CH:2][CH:3]([CH2:4][C:5](=[O:6])[O:7][C:8]([CH3:9])([CH3:10])[CH3:11])[CH2:12][c:13]1[cH:14][c:15]2[cH:16][n:17]([CH2:23][O:24][CH2:25][CH2:26][Si:27]([CH3:28])([CH3:29])[CH3:30])[n:18][c:19]2[c:20]([CH3:22])[cH:21]1. Starting materials: CCN=C=NCCCN(C)C, O=C(O)C=Cc1cnc(NC2CCCN(Cc3cccc(Cl)c3)C2)cn1, NOC1CCCCO1, CN(C)C=O, On1nnc2ccccc21. Product: O=C(C=Cc1cnc(NC2CCCN(Cc3cccc(Cl)c3)C2)cn1)NOC1CCCCO1. As a reaction SMILES: [CH3:45][CH2:46][N:47]=[C:48]=[N:49][CH2:50][CH2:51][CH2:52][N:53]([CH3:54])[CH3:55].[Cl:1][c:2]1[cH:3][c:4]([CH2:5][N:6]2[CH2:7][CH:8]([NH:12][c:13]3[n:14][cH:15][c:16]([CH:19]=[CH:20][C:21](=[O:22])[OH:23])[n:17][cH:18]3)[CH2:9][CH2:10][CH2:11]2)[cH:24][cH:25][cH:26]1.[O:27]1[CH:28]([O:33][NH2:34])[CH2:29][CH2:30][CH2:31][CH2:32]1.[O:56]=[CH:57][N:58]([CH3:59])[CH3:60].[OH:35][n:36]1[c:37]2[c:38]([cH:39][cH:40][cH:41][cH:42]2)[n:43][n:44]1>>[Cl:1][c:2]1[cH:3][c:4]([CH2:5][N:6]2[CH2:7][CH:8]([NH:12][c:13]3[n:14][cH:15][c:16]([CH:19]=[CH:20][C:21](=[O:22])[NH:34][O:33][CH:28]4[O:27][CH2:32][CH2:31][CH2:30][CH2:29]4)[n:17][cH:18]3)[CH2:9][CH2:10][CH2:11]2)[cH:24][cH:25][cH:26]1. Reactants: C1=CC(=CC(=C1)Cl)C(=O)OO (MCPBA), C[C@H]1CN(C=2N1C1=C(C=NC3=CC=CC=C13)N2)C(=O)OC(C)(C)C (tert-Butyl (10S)-10-methyl-9,10-dihydro-8H-imidazo[1′,2′:1,2]imidazo[4,5-c]quinoline-8-carboxylate), C(=O)([O-])[O-].[Na+].[Na+] (Na2CO3). The solvent is C(Cl)(Cl)Cl (CHCl3). Conditions: time 18 hour. The product is C[C@H]1CN(C=2N1C1=C(C=[N+](C3=CC=CC=C13)[O-])N2)C(=O)OC(C)(C)C (tert-butyl (10S)-10-methyl-9,10-dihydro-8H-imidazo[1′,2′:1,2]imidazo[4,5-c]quinoline-8-carboxylate 5-oxide). Yield: 100.1%. As a reaction SMILES: [CH3:1][C@@H:2]1[N:6]2[C:7]3[C:16]4[C:11](=[CH:12][CH:13]=[CH:14][CH:15]=4)[N:10]=[CH:9][C:8]=3[N:17]=[C:5]2[N:4]([C:18]([O:20][C:21]([CH3:24])([CH3:23])[CH3:22])=[O:19])[CH2:3]1.C1C=C(Cl)C=C(C(OO)=[O:33])C=1.C([O-])([O-])=O.[Na+].[Na+]>C(Cl)(Cl)Cl>[CH3:1][C@@H:2]1[N:6]2[C:7]3[C:16]4[C:11](=[CH:12][CH:13]=[CH:14][CH:15]=4)[N+:10]([O-:33])=[CH:9][C:8]=3[N:17]=[C:5]2[N:4]([C:18]([O:20][C:21]([CH3:23])([CH3:22])[CH3:24])=[O:19])[CH2:3]1 |f:2.3.4|. Procedure details: tert-Butyl (10S)-10-methyl-9,10-dihydro-8H-imidazo[1′,2′:1,2]imidazo[4,5-c]quinoline-8-carboxylate (1.16 g, 3.58 mmol) was dissolved in 50 mL of CHCl3 and treated with MCPBA (1.05 g, 77% max). After 18 hours, the reaction was treated with 20 mL of 1% Na2CO3 solution and the layers were separated. The aqueous layer was extracted with CHCl3 (6×20 mL). The combined organic layer was washed with brine, dried over Na2SO4, filtered and concentrated to give tert-butyl (10S)-10-methyl-9,10-dihydro-8H-im... RXN SMILES: [C:18](=[O:19])([O-:20])[O-:21].[CH3:24][C:25](=[O:26])[CH3:27].[Cl:1][C:2](=[O:3])[O:4][CH3:5].[Cl:6][c:7]1[c:8]([OH:17])[c:9]([N+:14](=[O:15])[O-:16])[cH:10][c:11]([Cl:13])[cH:12]1.[K+:22].[K+:23]>>[C:2](=[O:3])([O:4][CH3:5])[O:17][c:8]1[c:7]([Cl:6])[cH:12][c:11]([Cl:13])[cH:10][c:9]1[N+:14](=[O:15])[O-:16]. Reactants: O=C([O-])[O-], CC(C)=O, COC(=O)Cl, O=[N+]([O-])c1cc(Cl)cc(Cl)c1O, [K+], [K+]. Product: COC(=O)Oc1c(Cl)cc(Cl)cc1[N+](=O)[O-]. Starting materials: COC1c2c(OS(C)(=O)=O)c(C=O)cc(I)c2C(=O)N1C(C)(C)c1ccccc1, CO, COC(OC)OC, [Na+], O, O, O=C([O-])O, Cc1ccc(S(=O)(=O)O)cc1. The product is COC(OC)c1cc(I)c2c(c1OS(C)(=O)=O)C(OC)N(C(C)(C)c1ccccc1)C2=O. Reaction SMILES: [CH3:1][S:2](=[O:3])(=[O:4])[O:5][c:6]1[c:7]2[c:11]([c:12]([I:17])[cH:13][c:14]1[CH:15]=[O:16])[C:10](=[O:18])[N:9]([C:19]([CH3:20])([c:21]1[cH:22][cH:23][cH:24][cH:25][cH:26]1)[CH3:27])[CH:8]2[O:28][CH3:29].[CH3:54][OH:55].[CH:30]([O:31][CH3:32])([O:33][CH3:34])[O:35][CH3:36].[Na+:49].[OH2:37].[OH2:56].[OH:50][C:51](=[O:52])[O-:53].[c:38]1([CH3:39])[cH:40][cH:41][c:42]([S:43]([OH:44])(=[O:45])=[O:46])[cH:47][cH:48]1>>[CH3:1][S:2](=[O:3])(=[O:4])[O:5][c:6]1[c:7]2[c:11]([c:12]([I:17])[cH:13][c:14]1[CH:30]([O:33][CH3:34])[O:35][CH3:36])[C:10](=[O:18])[N:9]([C:19]([CH3:20])([c:21]1[cH:22][cH:23][cH:24][cH:25][cH:26]1)[CH3:27])[CH:8]2[O:28][CH3:29].